From a dataset of the Open Reaction Database (ORD), a public repository of structured organic reaction records. describe an organic reaction: reactants, conditions, products, and yield The reactants are O=C1c2ccccc2C(=O)N1CCCCBr, CC(C)=O, [I-], [K+]. Reaction SMILES: [Br:1][CH2:2][CH2:3][CH2:4][CH2:5][N:6]1[C:7](=[O:16])[c:8]2[c:9]([cH:12][cH:13][cH:14][cH:15]2)[C:10]1=[O:11].[CH3:19][C:20](=[O:21])[CH3:22].[I-:18].[K+:17]>>[CH2:2]([CH2:3][CH2:4][CH2:5][N:6]1[C:7](=[O:16])[c:8]2[c:9]([cH:12][cH:13][cH:14][cH:15]2)[C:10]1=[O:11])[I:18]. Product: O=C1c2ccccc2C(=O)N1CCCCI. As a reaction SMILES: [NH2:1][C:2]1[CH:19]=[CH:18][C:5]2[C:6]([C:12]3[CH:17]=[CH:16][CH:15]=[CH:14][CH:13]=3)=[C:7]([N+:9]([O-:11])=[O:10])[O:8][C:4]=2[CH:3]=1.[C:20](OC(=O)C)(=[O:22])[CH3:21]>>[C:20]([NH:1][C:2]1[CH:19]=[CH:18][C:5]2[C:6]([C:12]3[CH:17]=[CH:16][CH:15]=[CH:14][CH:13]=3)=[C:7]([N+:9]([O-:11])=[O:10])[O:8][C:4]=2[CH:3]=1)(=[O:22])[CH3:21]. Starting materials: NC1=CC2=C(C(=C(O2)[N+](=O)[O-])C2=CC=CC=C2)C=C1 (6-amino-2-nitro-3-phenylbenzofuran), C(C)(=O)OC(C)=O (acetic anhydride). Product: C(C)(=O)NC1=CC2=C(C(=C(O2)[N+](=O)[O-])C2=CC=CC=C2)C=C1 (6-acetamido-2-nitro-3-phenylbenzofuran). Procedure details: Using the method of Example 12, 6-amino-2-nitro-3-phenylbenzofuran is reacted with acetic anhydride to provide 6-acetamido-2-nitro-3-phenylbenzofuran, m.p. 212°-214° C. Reactants: B(O)(O)C1=CC=C(C=C1)CN1C(=NC(=C1C(=O)OCC)SC)CCCC (ethyl 1-[(4-boronophenyl)-methyl]-2-butyl-4-(methylthio)-1H-imidazole-5-carboxylate), C=1(O)C(O)=CC=CC1 (catechol). Yields the product C(CCC)C=1N(C(=C(N1)SC)C(=O)OCC)CC1=CC=C(C=C1)B1OC2=C(O1)C=CC=C2 (ethyl 2-butyl-1-((4-1,3,2-benzodioxaborol-2-yl)-benzyl)-4-(methylthio)-1H-imidazole-5-carboxylate). Reaction SMILES: [B:1]([C:4]1[CH:9]=[CH:8][C:7]([CH2:10][N:11]2[C:15]([C:16]([O:18][CH2:19][CH3:20])=[O:17])=[C:14]([S:21][CH3:22])[N:13]=[C:12]2[CH2:23][CH2:24][CH2:25][CH3:26])=[CH:6][CH:5]=1)([OH:3])[OH:2].[C:27]1([C:29](=[CH:31][CH:32]=[CH:33][CH:34]=1)O)O>>[CH2:23]([C:12]1[N:11]([CH2:10][C:7]2[CH:8]=[CH:9][C:4]([B:1]3[O:2][C:34]4[CH:33]=[CH:32][CH:31]=[CH:29][C:27]=4[O:3]3)=[CH:5][CH:6]=2)[C:15]([C:16]([O:18][CH2:19][CH3:20])=[O:17])=[C:14]([S:21][CH3:22])[N:13]=1)[CH2:24][CH2:25][CH3:26]. Reported procedure: Using the procedure of Preparation 4, 1 g of ethyl 1-[(4-boronophenyl)-methyl]-2-butyl-4-(methylthio)-1H-imidazole-5-carboxylate and 0.293 g of catechol were reacted to obtain the desired product.